Dataset: the Open Reaction Database (ORD), a public repository of structured organic reaction records. Task: describe an organic reaction: reactants, conditions, products, and yield The reactants are CC(C)(C)OC(=O)N1CCCC1COc1ccc(I)cc1, O=C([O-])[O-], CN(C)CC(=O)O, Cl, [Cs+], [Cs+], [Cu]I, C1COCCO1, Oc1ccc(-c2nccs2)cc1. The product is CC(C)(C)OC(=O)N1CCCC1COc1ccc(Oc2ccc(-c3nccs3)cc2)cc1. As a reaction SMILES: [C:13]([CH3:14])([CH3:15])([CH3:16])[O:17][C:18](=[O:19])[N:20]1[CH:21]([CH2:25][O:26][c:27]2[cH:28][cH:29][c:30]([I:33])[cH:31][cH:32]2)[CH2:22][CH2:23][CH2:24]1.[C:42](=[O:43])([O-:44])[O-:45].[CH3:34][N:35]([CH2:36][C:37](=[O:38])[OH:39])[CH3:40].[ClH:41].[Cs+:46].[Cs+:47].[Cu:54][I:55].[O:48]1[CH2:49][CH2:50][O:51][CH2:52][CH2:53]1.[s:1]1[c:2](-[c:6]2[cH:7][cH:8][c:9]([OH:12])[cH:10][cH:11]2)[n:3][cH:4][cH:5]1>>[s:1]1[c:2](-[c:6]2[cH:7][cH:8][c:9]([O:12][c:30]3[cH:29][cH:28][c:27]([O:26][CH2:25][CH:21]4[N:20]([C:18]([O:17][C:13]([CH3:14])([CH3:15])[CH3:16])=[O:19])[CH2:24][CH2:23][CH2:22]4)[cH:32][cH:31]3)[cH:10][cH:11]2)[n:3][cH:4][cH:5]1. Starting materials: N1C(C2(C3=CC=CC=C13)COC=1C2=CC2=C(OCO2)C1)=O (spiro[furo[2,3-f][1,3]benzodioxole-7,3′-indol]-2′(1′H)-one), C(=O)([O-])[O-].[Cs+].[Cs+] (Cs2CO3), FC1=CC=C(CBr)C=C1 (4-fluorobenzyl bromide). Solvent: C(C)C(=O)C (ethylmethylketone). Conditions: time 15 minute. Yields the product FC1=CC=C(CN2C(C3(C4=CC=CC=C24)COC=2C3=CC3=C(OCO3)C2)=O)C=C1 (1′-(4-fluorobenzyl)spiro[furo[2,3-f][1,3]benzodioxole-7,3′-indol]-2′(1′H)-one). The yield is 50.0%. As a reaction SMILES: [NH:1]1[C:9]2[C:4](=[CH:5][CH:6]=[CH:7][CH:8]=2)[C:3]2([C:13]3=[CH:14][C:15]4[O:19][CH2:18][O:17][C:16]=4[CH:20]=[C:12]3[O:11][CH2:10]2)[C:2]1=[O:21].C([O-])([O-])=O.[Cs+].[Cs+].[F:28][C:29]1[CH:36]=[CH:35][C:32]([CH2:33]Br)=[CH:31][CH:30]=1>C(C(C)=O)C>[F:28][C:29]1[CH:36]=[CH:35][C:32]([CH2:33][N:1]2[C:9]3[C:4](=[CH:5][CH:6]=[CH:7][CH:8]=3)[C:3]3([C:13]4=[CH:14][C:15]5[O:19][CH2:18][O:17][C:16]=5[CH:20]=[C:12]4[O:11][CH2:10]3)[C:2]2=[O:21])=[CH:31][CH:30]=1 |f:1.2.3|. Procedure details: To a solution of spiro[furo[2,3-f][1,3]benzodioxole-7,3′-indol]-2′(1′H)-one (0.16 g, 0.57 mmol) in ethylmethylketone (5.00 mL) was added Cs2CO3(0.40 g, 1.20 mmol). The reaction mixture was stirred at ambient temperature for 15 min followed by the addition of 4-fluorobenzyl bromide (0.20 g, 1.0 mmol). The reaction mixture was refluxed for 4 h. After the completion of the reaction, the mixture was filtered and the solvent was removed under reduced pressure. The residue was recrystallized from EtOA...